Dataset: the Open Reaction Database (ORD), a public repository of structured organic reaction records. Task: describe an organic reaction: reactants, conditions, products, and yield The reactants are C(C1=CC=CC=C1)N1C[C@@H](CC1)NC(=O)C1=CN(C2=NC=C(N=C21)C2=NN(C1=CC(=CC=C21)F)C)COCC[Si](C)(C)C (2-(6-fluoro-1-methyl-1H-indazol-3-yl)-5-(2-trimethylsilanylethoxymethyl)-5H-pyrrolo[2,3-b]pyrazine-7-carboxylic acid ((R)-1-benzyl-pyrrolidin-3-yl)-amide), CCCC[N+](CCCC)(CCCC)CCCC.[F-] (TBAF). Yields the product C(C1=CC=CC=C1)N1C[C@@H](CC1)NC(=O)C1=CNC2=NC=C(N=C21)C2=NN(C1=CC(=CC=C21)F)C (2-(6-fluoro-1-methyl-1H-indazol-3-yl)-5H-pyrrolo[2,3-b]pyrazine-7-carboxylic acid ((R)-1-benzyl-pyrrolidin-3-yl)-amide). Procedure: To a 20 ml vial containing 2-(6-fluoro-1-methyl-1H-indazol-3-yl)-5-(2-trimethylsilanylethoxymethyl)-5H-pyrrolo[2,3-b]pyrazine-7-carboxylic acid ((R)-1-benzyl-pyrrolidin-3-yl)-amide (51 mg, 0.085 mmol) dissolved in THF (1 ml) was added TBAF (1.0 M in THF, 1.0 ml, 1.0 mmol). The vial was backfilled with nitrogen then sealed and placed in heat block at 80° C. for 3 h. The reaction was cooled to room temperature, quenched with acetone (2 ml) and sat'd NaHCO3 (20 ml). The mixture was stirred for 1 h ... Run at time 3 hour. Reaction SMILES: [CH2:1]([N:8]1[CH2:12][CH2:11][C@@H:10]([NH:13][C:14]([C:16]2[C:24]3[C:19](=[N:20][CH:21]=[C:22]([C:25]4[C:33]5[C:28](=[CH:29][C:30]([F:34])=[CH:31][CH:32]=5)[N:27]([CH3:35])[N:26]=4)[N:23]=3)[N:18](COCC[Si](C)(C)C)[CH:17]=2)=[O:15])[CH2:9]1)[C:2]1[CH:7]=[CH:6][CH:5]=[CH:4][CH:3]=1.CCCC[N+](CCCC)(CCCC)CCCC.[F-]>C1COCC1>[CH2:1]([N:8]1[CH2:12][CH2:11][C@@H:10]([NH:13][C:14]([C:16]2[C:24]3[C:19](=[N:20][CH:21]=[C:22]([C:25]4[C:33]5[C:28](=[CH:29][C:30]([F:34])=[CH:31][CH:32]=5)[N:27]([CH3:35])[N:26]=4)[N:23]=3)[NH:18][CH:17]=2)=[O:15])[CH2:9]1)[C:2]1[CH:7]=[CH:6][CH:5]=[CH:4][CH:3]=1 |f:1.2|. Run in C1CCOC1 (THF). Yield: 27.6%. Reactants: ( a ), ClCCCOC1=C(C=CC=C1)[N+](=O)[O-] (1-chloro-3-(2-nitrophenoxy)propane), CC=1C=C(C=CC1)C(OC1CCNCC1)C1=CC=CC=C1 (4-[(3-methylphenyl)-phenylmethoxy]piperidine), ClCCCOC1=C(C=CC=C1)[N+](=O)[O-] (1-chloro-3-(2-nitrophenoxy)propane). The product is CC=1C=C(C=CC1)C(OC1CCN(CC1)CCCOC1=C(C=CC=C1)[N+](=O)[O-])C1=CC=CC=C1 (4-[(3-methylphenyl)-phenylmethoxy]-1-[3-(2-nitrophenoxy)propyl]piperidine). Reaction SMILES: [CH3:1][C:2]1[CH:3]=[C:4]([CH:8]([C:16]2[CH:21]=[CH:20][CH:19]=[CH:18][CH:17]=2)[O:9][CH:10]2[CH2:15][CH2:14][NH:13][CH2:12][CH2:11]2)[CH:5]=[CH:6][CH:7]=1.Cl[CH2:23][CH2:24][CH2:25][O:26][C:27]1[CH:32]=[CH:31][CH:30]=[CH:29][C:28]=1[N+:33]([O-:35])=[O:34]>>[CH3:1][C:2]1[CH:3]=[C:4]([CH:8]([C:16]2[CH:21]=[CH:20][CH:19]=[CH:18][CH:17]=2)[O:9][CH:10]2[CH2:15][CH2:14][N:13]([CH2:23][CH2:24][CH2:25][O:26][C:27]3[CH:32]=[CH:31][CH:30]=[CH:29][C:28]=3[N+:33]([O-:35])=[O:34])[CH2:12][CH2:11]2)[CH:5]=[CH:6][CH:7]=1. Procedure details: The procedure of Example 24 (a) was repeated except for using 4-[(3-methylphenyl)-phenylmethoxy]piperidine and 1-chloro-3-(2-nitrophenoxy)propane instead of 4-[(2-chlorophenyl)-phenylmethoxy]piperidine and 1-chloro-3-(2-nitrophenoxy)propane to give oily 4-[(3-methylphenyl)-phenylmethoxy]-1-[3-(2-nitrophenoxy)propyl]piperidine. Reaction SMILES: Br.[NH2:2][C:3]1[CH:8]=[CH:7][N:6]2[CH:9]=[C:10]([C:12]3[CH:13]=[C:14]([OH:18])[CH:15]=[CH:16][CH:17]=3)[N:11]=[C:5]2[N:4]=1.[C:19](OC(=O)C)(=[O:21])[CH3:20].N1C=CC=CC=1.C([O-])(O)=O.[Na+]>O>[NH2:2][C:3]1[CH:8]=[CH:7][N:6]2[CH:9]=[C:10]([C:12]3[CH:13]=[C:14]([O:18][C:19](=[O:21])[CH3:20])[CH:15]=[CH:16][CH:17]=3)[N:11]=[C:5]2[N:4]=1 |f:0.1,4.5|. Yields the product NC1=NC=2N(C=C1)C=C(N2)C=2C=C(C=CC2)OC(C)=O (Acetic acid 3-(7-amino-imidazo[1,2-a]pyrimidin-2-yl)-phenyl ester). Run at temperature 120 celsius. Reported procedure: To a microwave vial were added 3-(7-aminoimidazo[1,2-a]pyrimidin-2-yl)phenol hydrobromide (500 mg, 1.63 mmol), acetic anhydride (199 mg, 185 μA, 1.95 mmol) and pyridine (5.00 ml). The vial was capped and heated in the microwave at 120° C. for 15 min. H2O was added to the reaction mixture and the pH was installed around 7-8 by addition of 10% NaHCO3 aq. solution. The product was extracted with CH2Cl2, then the solvent was partially evaporated and the formed solid was collected and purified by fla... Starting materials: Br.NC1=NC=2N(C=C1)C=C(N2)C=2C=C(C=CC2)O (3-(7-aminoimidazo[1,2-a]pyrimidin-2-yl)phenol hydrobromide), C(C)(=O)OC(C)=O (acetic anhydride), N1=CC=CC=C1 (pyridine), C(=O)(O)[O-].[Na+] (NaHCO3). Run in O (H2O). Yields the product O=C(Nc1cnn2ccc(N3CCCC3c3cc(F)ccc3Cl)nc12)N1CCC(O)C1. Starting materials: O=C(n1ccnc1)n1ccnc1, Nc1cnn2ccc(N3CCCC3c3cc(F)ccc3Cl)nc12, ClCCl, OC1CCNC1. RXN SMILES: [C:24](=[O:25])([n:26]1[cH:27][cH:28][n:29][cH:30]1)[n:31]1[cH:32][cH:33][n:34][cH:35]1.[Cl:1][c:2]1[c:3]([CH:9]2[N:10]([c:14]3[n:15][c:16]4[n:17]([cH:18][cH:19]3)[n:20][cH:21][c:22]4[NH2:23])[CH2:11][CH2:12][CH2:13]2)[cH:4][c:5]([F:8])[cH:6][cH:7]1.[Cl:42][CH2:43][Cl:44].[NH:36]1[CH2:37][CH:38]([OH:41])[CH2:39][CH2:40]1>>[Cl:1][c:2]1[c:3]([CH:9]2[N:10]([c:14]3[n:15][c:16]4[n:17]([cH:18][cH:19]3)[n:20][cH:21][c:22]4[NH:23][C:24](=[O:25])[N:36]3[CH2:37][CH:38]([OH:41])[CH2:39][CH2:40]3)[CH2:11][CH2:12][CH2:13]2)[cH:4][c:5]([F:8])[cH:6][cH:7]1. The reactants are C(C)(C)(C)OC(=O)N[C@@H](CC1=CN(C2=CC=CC=C12)CCCC)C(=O)O (N-tert-Butoxycarbonyl-1-n-Butyl-L-Tryptophan), C([O-])([O-])=O.[K+].[K+] (potassium carbonate), IC (iodomethane). The solvent is CN(C)C=O (DMF). The product is C(C)(C)(C)OC(=O)N[C@@H](CC1=CN(C2=CC=CC=C12)CCCC)C(=O)OC (Methyl N-tert-Butoxycarbonyl-1-n-Butyl-L-Tryptophanate). Isolated yield 65.2%. Reaction SMILES: [C:1]([O:5][C:6]([NH:8][C@H:9]([C:24]([OH:26])=[O:25])[CH2:10][C:11]1[C:19]2[C:14](=[CH:15][CH:16]=[CH:17][CH:18]=2)[N:13]([CH2:20][CH2:21][CH2:22][CH3:23])[CH:12]=1)=[O:7])([CH3:4])([CH3:3])[CH3:2].[C:27](=O)([O-])[O-].[K+].[K+].IC>CN(C=O)C>[C:1]([O:5][C:6]([NH:8][C@H:9]([C:24]([O:26][CH3:27])=[O:25])[CH2:10][C:11]1[C:19]2[C:14](=[CH:15][CH:16]=[CH:17][CH:18]=2)[N:13]([CH2:20][CH2:21][CH2:22][CH3:23])[CH:12]=1)=[O:7])([CH3:2])([CH3:3])[CH3:4] |f:1.2.3|. Procedure details: The same procedures as in Example 140 were carried out from the compound obtained in Example 139 (6.2 g), potassium carbonate (3.6 g), iodomethane (1.6 mL), and DMF (100 mL), to give the captioned compound (4.2 g, 65%) as an oily product. Product: CCNC(=O)Nc1ccc(-c2nc(CO[Si](C)(C)C(C)(C)C)cc(N3CCOCC3C)n2)cc1. Reactants: CCN=C=O, C1COCCO1, CC1COCCN1c1cc(CO[Si](C)(C)C(C)(C)C)nc(-c2ccc(N)cc2)n1. As a reaction SMILES: [CH2:30]([CH3:31])[N:32]=[C:33]=[O:34].[CH2:35]1[O:36][CH2:37][CH2:38][O:39][CH2:40]1.[CH3:1][Si:2]([O:3][CH2:4][c:5]1[n:6][c:7](-[c:18]2[cH:19][cH:20][c:21]([NH2:22])[cH:23][cH:24]2)[n:8][c:9]([N:11]2[CH:12]([CH3:17])[CH2:13][O:14][CH2:15][CH2:16]2)[cH:10]1)([C:25]([CH3:26])([CH3:27])[CH3:28])[CH3:29]>>[CH3:1][Si:2]([O:3][CH2:4][c:5]1[n:6][c:7](-[c:18]2[cH:19][cH:20][c:21]([NH:22][C:33]([NH:32][CH2:30][CH3:31])=[O:34])[cH:23][cH:24]2)[n:8][c:9]([N:11]2[CH:12]([CH3:17])[CH2:13][O:14][CH2:15][CH2:16]2)[cH:10]1)([C:25]([CH3:26])([CH3:27])[CH3:28])[CH3:29]. Reactants: CC1(OB(OC1(C)C)C=1CCN(CC1)C(=O)OC(C)(C)C)C (tert-butyl 4-(4,4,5,5-tetramethyl-1,3,2-dioxaborolan-2-yl)-3,6-dihydropyridine-1(2H)-carboxylate), BrC1=C(N=C(O1)C1=CC=C(C=C1)F)C1=NC=CC=C1 (2-[5-bromo-2-(4-fluorophenyl)-1,3-oxazol-4-yl]pyridine), C([O-])([O-])=O.[Na+].[Na+] (sodium carbonate). Reagents/catalysts: C=1C=CC(=CC1)[P](C=2C=CC=CC2)(C=3C=CC=CC3)[Pd]([P](C=4C=CC=CC4)(C=5C=CC=CC5)C=6C=CC=CC6)([P](C=7C=CC=CC7)(C=8C=CC=CC8)C=9C=CC=CC9)[P](C=1C=CC=CC1)(C=1C=CC=CC1)C=1C=CC=CC1 (Pd(PPh3)4). Solvent: CN(C)C=O (DMF). Reaction conditions: temperature 120 celsius. Product: FC1=CC=C(C=C1)C=1OC(=C(N1)C1=NC=CC=C1)C=1CCN(CC1)C(=O)OC(C)(C)C (tert-Butyl 4-[2-(4-fluorophenyl)-4-(pyridin-2-yl)-1,3-oxazol-5-yl]-3,6-dihydropyridine-1(2H)-carboxylate). As a reaction SMILES: CC1(C)C(C)(C)OB([C:9]2[CH2:10][CH2:11][N:12]([C:15]([O:17][C:18]([CH3:21])([CH3:20])[CH3:19])=[O:16])[CH2:13][CH:14]=2)O1.Br[C:24]1[O:28][C:27]([C:29]2[CH:34]=[CH:33][C:32]([F:35])=[CH:31][CH:30]=2)=[N:26][C:25]=1[C:36]1[CH:41]=[CH:40][CH:39]=[CH:38][N:37]=1.C(=O)([O-])[O-].[Na+].[Na+]>CN(C=O)C.C1C=CC([P]([Pd]([P](C2C=CC=CC=2)(C2C=CC=CC=2)C2C=CC=CC=2)([P](C2C=CC=CC=2)(C2C=CC=CC=2)C2C=CC=CC=2)[P](C2C=CC=CC=2)(C2C=CC=CC=2)C2C=CC=CC=2)(C2C=CC=CC=2)C2C=CC=CC=2)=CC=1>[F:35][C:32]1[CH:31]=[CH:30][C:29]([C:27]2[O:28][C:24]([C:9]3[CH2:10][CH2:11][N:12]([C:15]([O:17][C:18]([CH3:19])([CH3:20])[CH3:21])=[O:16])[CH2:13][CH:14]=3)=[C:25]([C:36]3[CH:41]=[CH:40][CH:39]=[CH:38][N:37]=3)[N:26]=2)=[CH:34][CH:33]=1 |f:2.3.4,^1:56,58,77,96|. Procedure: A mixture of tert-butyl 4-(4,4,5,5-tetramethyl-1,3,2-dioxaborolan-2-yl)-3,6-dihydropyridine-1(2H)-carboxylate (2.75 g, 8.90 mmol), 2-[5-bromo-2-(4-fluorophenyl)-1,3-oxazol-4-yl]pyridine (1.9 g, 5.94 mmol), Pd(PPh3)4 (0.343 g, 0.297 mmol) and sodium carbonate (11.8 ml, 2 M, 23.74 mmol) in DMF (100 ml) was heated at 120° C. overnight. Then the DMF was removed under reduced pressure, and the resulting residue was purified on a silica gel column (ethyl acetate/hexane) to give the title compound. LC-... Starting materials: [N+](=O)(O)[O-] (nitric acid), S(O)(O)(=O)=O (sulfuric acid), ClC1=C(C=CC(=C1)F)OC(F)F (1-chloro-2-difluoromethoxy-5-fluorobenzene). The solvent is C(Cl)(Cl)Cl (chloroform). Reaction conditions: temperature 60 celsius. Yields the product ClC1=CC(=C(C=C1OC(F)F)[N+](=O)[O-])F (4-Chloro-5-difluoromethoxy-2-fluoronitrobenzene). Yield: 89.5%. Reaction SMILES: [N+:1]([O-:4])(O)=[O:2].S(=O)(=O)(O)O.[Cl:10][C:11]1[CH:16]=[C:15]([F:17])[CH:14]=[CH:13][C:12]=1[O:18][CH:19]([F:21])[F:20]>C(Cl)(Cl)Cl>[Cl:10][C:11]1[C:12]([O:18][CH:19]([F:20])[F:21])=[CH:13][C:14]([N+:1]([O-:4])=[O:2])=[C:15]([F:17])[CH:16]=1. Reported procedure: To 21 g of conc. nitric acid was dropwise added 28 g of conc. sulfuric acid at 0° C., and the mixture was heated at 60° C. At intervals of 3 minutes, 10 g of 1-chloro-2-difluoromethoxy-5-fluorobenzene was added in 5 portions to the mixture, which was kept at 60° C. for half an hour. After cooling, the reaction mixture was poured on ice water and shaken with chloroform. The chloroform layer was washed with water, dried and concentrated. The residue was chromatographed on a column of silica gel, e... Starting materials: CN(C)C=O, CCOC(C)=O, CC(C)[Si](Cl)(C(C)C)C(C)C, [H-], Ic1ccc2[nH]ncc2c1, [Na+], O. Product: CC(C)[Si](C(C)C)(C(C)C)n1ncc2cc(I)ccc21. Reaction SMILES: [CH3:24][N:25]([CH3:26])[CH:27]=[O:28].[CH3:29][CH2:30][O:31][C:32](=[O:33])[CH3:34].[CH:13]([CH3:14])([CH3:15])[Si:16]([CH:17]([CH3:18])[CH3:19])([CH:20]([CH3:21])[CH3:22])[Cl:23].[H-:1].[I:3][c:4]1[cH:5][c:6]2[cH:7][n:8][nH:9][c:10]2[cH:11][cH:12]1.[Na+:2].[OH2:35]>>[I:3][c:4]1[cH:5][c:6]2[cH:7][n:8][n:9]([Si:16]([CH:13]([CH3:14])[CH3:15])([CH:17]([CH3:18])[CH3:19])[CH:20]([CH3:21])[CH3:22])[c:10]2[cH:11][cH:12]1. Run at temperature 51 celsius. Starting materials: three, C(C1=CC=CC=C1)OC1=C(OC[C@@H]2OC2)C=CC(=C1)[N+](=O)[O-] ((2R)-2-{[2-(benzyloxy)-4-nitrophenoxy]methyl}oxirane), C([O-])(O)=O.[Na+] (sodium bicarbonate), C(C)O (ethanol). Reaction SMILES: C([O:8][C:9]1[CH:19]=[C:18]([N+:20]([O-:22])=[O:21])[CH:17]=[CH:16][C:10]=1[O:11][CH2:12][C@H:13]1[CH2:15][O:14]1)C1C=CC=CC=1.[C:23](=O)(O)[O-].[Na+].C(O)C>[Pd].CN1C(=O)CCC1>[N+:20]([C:18]1[CH:17]=[CH:16][C:10]2[O:11][CH2:12][C@@H:13]([CH:15]([OH:14])[CH3:23])[O:8][C:9]=2[CH:19]=1)([O-:22])=[O:21] |f:1.2|. The reagents and catalysts are [Pd] (palladium). The solvent is CN1CCCC1=O (NMP). The product is [N+](=O)([O-])C=1C=CC2=C(O[C@@H](CO2)C(C)O)C1 ([(2S)-7-nitro-2,3-dihydro-1,4-benzodioxin-2-yl]ethanol). Procedure: A 500 mL three necked Morton flask equipped with magnetic stir bar, thermocouple, gas inlet adapter and gas outlet adapter is charged with (2R)-2-{[2-(benzyloxy)-4-nitrophenoxy]methyl}oxirane (20.00 g, 66.4 mmol), sodium bicarbonate (5.58 g, 66.4 mmol), palladium (5% on carbon, 50% water, 3 g), ethanol (136 mL) and NMP (24 mL). The flask is immersed in an oil bath and heated to 50-52° C. (internal) to effect solution. The stirring is stopped and the flask is flushed with hydrogen gas (300 mL). S...